From a dataset of the Open Reaction Database (ORD), a public repository of structured organic reaction records. describe an organic reaction: reactants, conditions, products, and yield The reactants are halohydrin, BrCC(O)C=1SC=CC1 (α-(bromomethyl)-2-thiophenemethanol), C1(=CC=C(C=C1)S(=O)(=O)O)C (p-toluenesulfonic acid). Solvent: lower alkanol methanol. Yields the product COC(C=1SC=CC1)CBr (α-(bromomethyl)-2-thiophenemethanol methyl ether). RXN SMILES: [Br:1][CH2:2][CH:3]([C:5]1[S:6][CH:7]=[CH:8][CH:9]=1)[OH:4].[C:10]1(C)C=CC(S(O)(=O)=O)=CC=1>>[CH3:10][O:4][CH:3]([CH2:2][Br:1])[C:5]1[S:6][CH:7]=[CH:8][CH:9]=1. Procedure details: A solution of the halohydrin, α-(bromomethyl)-2-thiophenemethanol (10.0 g, 0.048 mole), described in Example 4, and p-toluenesulfonic acid (1.0 g) in 100 ml of the lower alkanol methanol, is heated at reflux for 5 hr. The mixture is concentrated and the concentrate extracted with ether. The ether extract is washed with water and brine, dried (MgSO4) and concentrated to yield a brown liquid which is purified by chromatography on silica gel to give α-(bromomethyl)-2-thiophenemethanol methyl ether;... Starting materials: N (ammonia), [H][H] (hydrogen), C(=O)CCCCC(=O)OC (methyl 5-formylvalerate), C(=O)CCCCC(=O)O (5-formylvaleric acid). Solvent: CO (methanol). The product is NCCCCCC(=O)O (6-aminocaproic acid), C1(CCCCCN1)=O (ε-caprolactam). As a reaction SMILES: [CH:1]([CH2:3][CH2:4][CH2:5][CH2:6][C:7]([O:9]C)=[O:8])=O.[CH:11]([CH2:13][CH2:14][CH2:15][CH2:16][C:17](O)=O)=[O:12].[NH3:20].[H][H]>CO>[NH2:20][CH2:1][CH2:3][CH2:4][CH2:5][CH2:6][C:7]([OH:9])=[O:8].[C:11]1(=[O:12])[NH:20][CH2:17][CH2:16][CH2:15][CH2:14][CH2:13]1. Reported procedure: Such a process is described in U.S. Pat. No. 4,730,040. This patent publication describes a process in which first methyl 5-formylvalerate is hydrolysed in an aqueous medium to methanol and 5-formylvaleric acid. In a second step, the aqueous mixture obtained in the first step is contacted with ammonia and hydrogen in the presence of a hydrogenation catalyst. In this step 6-aminocaproic acid and a small amount of ε-caprolactam is obtained. The resulting aqueous mixture, which mixture will contain...